Dataset: the Open Reaction Database (ORD), a public repository of structured organic reaction records. Task: describe an organic reaction: reactants, conditions, products, and yield Reactants: Brc1cccc(Br)c1, CCOCC, [H-], [Na+], CN(C)C=O, Oc1ccccc1. Yields the product Brc1cccc(Oc2ccccc2)c1. RXN SMILES: [Br:10][c:11]1[cH:12][cH:13][cH:14][c:15]([Br:16])[cH:17]1.[CH3:23][CH2:24][O:25][CH2:26][CH3:27].[H-:9].[Na+:8].[O:18]=[CH:19][N:20]([CH3:21])[CH3:22].[OH:1][c:2]1[cH:3][cH:4][cH:5][cH:6][cH:7]1>>[O:1]([c:2]1[cH:3][cH:4][cH:5][cH:6][cH:7]1)[c:11]1[cH:12][cH:13][cH:14][c:15]([Br:16])[cH:17]1. Reactants: [OH-].[Na+] (sodium hydroxide), C(O)([O-])=O.[Na+] (sodium hydrogencarbonate), Cl.C(C)N=C=NCCCN(C)C (1-ethyl-3-(3-dimethylaminopropyl)carbodiimide hydrochloride), C(C)(C)(C)OC(=O)N(CCCC(=O)C1=CC=C(C=C1)NCCCCCC(=O)OCC)C (Ethyl 6-[(4-{4-([tert-butoxycarbonyl)(methyl)amino]butanoyl}phenyl)amino]hexanoate), Cl (hydrochloric acid), C1(=C(C=CC=C1)NC(OC1CCN(CC1)CCNC)=O)C1=CC=CC=C1 (1-[2-(methylamino)ethyl]piperidin-4-yl biphenyl-2-ylcarbamate). Solvent: C(C)O (ethanol), O (water), ClCCl (dichloromethane). Yields the product C1(=C(C=CC=C1)NC(OC1CCN(CC1)CCN(C)C(CCCCCNC1=CC=C(C=C1)C(CCCN(C)C(=O)OC(C)(C)C)=O)=O)=O)C1=CC=CC=C1 (1-{2-[{6-[(4-{4-([tert-Butoxycarbonyl)(methyl)amino]butanoyl}phenyl)amino]hexanoyl}(methy)amino]ethyl}piperidin-4-yl biphenyl-2-ylcarbamate). The yield is 40.9%. RXN SMILES: [C:1]([O:5][C:6]([N:8]([CH3:31])[CH2:9][CH2:10][CH2:11][C:12]([C:14]1[CH:19]=[CH:18][C:17]([NH:20][CH2:21][CH2:22][CH2:23][CH2:24][CH2:25][C:26](OCC)=[O:27])=[CH:16][CH:15]=1)=[O:13])=[O:7])([CH3:4])([CH3:3])[CH3:2].[OH-].[Na+].Cl.[C:35]1([C:55]2[CH:60]=[CH:59][CH:58]=[CH:57][CH:56]=2)[CH:40]=[CH:39][CH:38]=[CH:37][C:36]=1[NH:41][C:42](=[O:54])[O:43][CH:44]1[CH2:49][CH2:48][N:47]([CH2:50][CH2:51][NH:52][CH3:53])[CH2:46][CH2:45]1.Cl.C(N=C=NCCCN(C)C)C.C(=O)([O-])O.[Na+]>C(O)C.O.ClCCl>[C:35]1([C:55]2[CH:60]=[CH:59][CH:58]=[CH:57][CH:56]=2)[CH:40]=[CH:39][CH:38]=[CH:37][C:36]=1[NH:41][C:42](=[O:54])[O:43][CH:44]1[CH2:49][CH2:48][N:47]([CH2:50][CH2:51][N:52]([C:26](=[O:27])[CH2:25][CH2:24][CH2:23][CH2:22][CH2:21][NH:20][C:17]2[CH:18]=[CH:19][C:14]([C:12](=[O:13])[CH2:11][CH2:10][CH2:9][N:8]([C:6]([O:5][C:1]([CH3:2])([CH3:3])[CH3:4])=[O:7])[CH3:31])=[CH:15][CH:16]=2)[CH3:53])[CH2:46][CH2:45]1 |f:1.2,5.6,7.8|. Procedure details: The compound (470 mg, 1.08 mmol) obtained in Example 77b was dissolved in a mixed solvent of ethanol (5 mL) and water (5 mL), a 1 N aqueous sodium hydroxide solution (1.62 mL, 1.62 mmol) was added, and the mixture was stirred at room temperature. After the reaction was completed, a 1 N aqueous hydrochloric acid solution was added, and then the mixture was extracted with dichloromethane (×3). The solvent was evaporated under reduced pressure, the resulting residue and 1-[2-(methylamino)ethyl]pipe... The reactants are [BH4-], CCO, Cl, [Na+], [Na+], [OH-], O, O=C(COc1ccc(F)cc1)CN1CCC2(CC1)C(=O)NCN2c1ccccc1. Yields the product O=C1NCN(c2ccccc2)C12CCN(CC(O)COc1ccc(F)cc1)CC2. RXN SMILES: [BH4-:1].[CH3:35][CH2:36][OH:37].[ClH:32].[Na+:2].[Na+:34].[OH-:33].[OH2:38].[c:3]1([N:9]2[CH2:10][NH:11][C:12](=[O:31])[C:13]23[CH2:14][CH2:15][N:16]([CH2:19][C:20]([CH2:21][O:22][c:23]2[cH:24][cH:25][c:26]([F:29])[cH:27][cH:28]2)=[O:30])[CH2:17][CH2:18]3)[cH:4][cH:5][cH:6][cH:7][cH:8]1>>[c:3]1([N:9]2[CH2:10][NH:11][C:12](=[O:31])[C:13]23[CH2:14][CH2:15][N:16]([CH2:19][CH:20]([CH2:21][O:22][c:23]2[cH:24][cH:25][c:26]([F:29])[cH:27][cH:28]2)[OH:30])[CH2:17][CH2:18]3)[cH:4][cH:5][cH:6][cH:7][cH:8]1. Starting materials: CO, COc1ccccc1NC1CN(C(c2ccccc2)c2ccccc2)C1, O=C[O-], [NH4+]. Product: COc1ccccc1NC1CNC1. As a reaction SMILES: [CH3:31][OH:32].[CH:1]([c:2]1[cH:3][cH:4][cH:5][cH:6][cH:7]1)([c:8]1[cH:9][cH:10][cH:11][cH:12][cH:13]1)[N:14]1[CH2:15][CH:16]([NH:18][c:19]2[c:20]([O:25][CH3:26])[cH:21][cH:22][cH:23][cH:24]2)[CH2:17]1.[CH:27]([O-:28])=[O:29].[NH4+:30]>>[NH:14]1[CH2:15][CH:16]([NH:18][c:19]2[c:20]([O:25][CH3:26])[cH:21][cH:22][cH:23][cH:24]2)[CH2:17]1. Reactants: COC(OC)OC (trimethoxymethane), CC1C(CCCC1)NC1=C(C=CC(=N1)O)[N+](=O)[O-] (6-(2-Methylcyclohexylamino)-5-nitropyridin-2-ol), C(=O)(C(F)(F)F)O (TFA). The reagents and catalysts are [Ni] (nickel). The solvent is CO (MeOH). Yields the product CC1C(CCCC1)N1C=NC=2C1=NC(=CC2)O (3-(2-Methylcyclohexyl)-3H-imidazo[4,5-b]pyridin-5-ol). Yield: 40.2%. RXN SMILES: [CH3:1][CH:2]1[CH2:7][CH2:6][CH2:5][CH2:4][CH:3]1[NH:8][C:9]1[N:14]=[C:13]([OH:15])[CH:12]=[CH:11][C:10]=1[N+:16]([O-])=O.[CH3:19]OC(OC)OC.C(O)(C(F)(F)F)=O>CO.[Ni]>[CH3:1][CH:2]1[CH2:7][CH2:6][CH2:5][CH2:4][CH:3]1[N:8]1[C:9]2=[N:14][C:13]([OH:15])=[CH:12][CH:11]=[C:10]2[N:16]=[CH:19]1. Reported procedure: 6-(2-Methylcyclohexylamino)-5-nitropyridin-2-ol (100 mg, 0.398 mmol) and nickel (11.68 mg, 0.199 mmol) in MeOH (10 mL) were stirred at 22° C. for 24 hr under H2. After filtration through Celite®, the solution was concentrated in the presence of a few drops of TFA. The residue was dissolved in trimethoxymethane (2112 mg, 19.90 mmol) and stirred overnight with a drop of TFA. The mixture was concentrated. The residue was diluted with water, neutralized with NaHCO3 solution and extracted with EtOAC.... The reactants are [OH-].[Na+] (NaOH), ClC=1C=CC=2N(N1)C(=CN2)C(O)C=2C=C1C=NN(C1=CC2F)C ((rac)-(6-Chloro-imidazo[1,2-b]pyridazin-3-yl)-(6-fluoro-1-methyl-1H-indazol-5-yl)-methanol), O[PH2]=O (H3PO2), [I-] (Iodide). Run in C(C)(=O)O (acetic acid). The product is ClC=1C=CC=2N(N1)C(=CN2)CC=2C=C1C=NN(C1=CC2F)C (6-Chloro-3-(6-fluoro-1-methyl-1H-indazol-5-ylmethyl)-imidazo[1,2-b]pyridazine). RXN SMILES: [Cl:1][C:2]1[CH:3]=[CH:4][C:5]2[N:6]([C:8]([CH:11]([C:13]3[CH:14]=[C:15]4[C:19](=[CH:20][C:21]=3[F:22])[N:18]([CH3:23])[N:17]=[CH:16]4)O)=[CH:9][N:10]=2)[N:7]=1.[I-].O[PH2]=O.[OH-].[Na+]>C(O)(=O)C>[Cl:1][C:2]1[CH:3]=[CH:4][C:5]2[N:6]([C:8]([CH2:11][C:13]3[CH:14]=[C:15]4[C:19](=[CH:20][C:21]=3[F:22])[N:18]([CH3:23])[N:17]=[CH:16]4)=[CH:9][N:10]=2)[N:7]=1 |f:3.4|. Procedure: (rac)-(6-Chloro-imidazo[1,2-b]pyridazin-3-yl)-(6-fluoro-1-methyl-1H-indazol-5-yl)-methanol (Stage 278.4, 1 g, 3.01 mmol) was dissolved in acetic acid (80 mL) and introduced in 4 microwave reactors. Iodide (956 mg×4, 15.07 mmol), followed by H3PO2 50% (1.2 m×4, 45.2 mmol) were then added into each reactor. Then they were submitted to microwave irradiations 5 min at 150° C. After combination, it was basified by a 2.5 M NaOH solution and extracted twice with EtOAc. The organics were joined and wash...